From a dataset of the Open Reaction Database (ORD), a public repository of structured organic reaction records. describe an organic reaction: reactants, conditions, products, and yield The reactants are CC(C)(C)OC(=O)CBr, C1CCOC1, C[Si](C)(C)[N-][Si](C)(C)C, [Li+], O=C(Nc1ccccc1)C1CCc2ncc(N(Cc3ccccc3)C(=O)OCc3ccccc3)c(=O)n21. Yields the product CC(C)(C)OC(=O)CC1CC(C(=O)Nc2ccccc2)n2c1ncc(N(Cc1ccccc1)C(=O)OCc1ccccc1)c2=O. Reaction SMILES: [Br:48][CH2:49][C:50](=[O:51])[O:52][C:53]([CH3:54])([CH3:55])[CH3:56].[CH2:57]1[O:58][CH2:59][CH2:60][CH2:61]1.[CH3:39][Si:40]([N-:41][Si:42]([CH3:43])([CH3:44])[CH3:45])([CH3:46])[CH3:47].[Li+:38].[NH:1]([c:2]1[cH:3][cH:4][cH:5][cH:6][cH:7]1)[C:8](=[O:9])[CH:10]1[CH2:11][CH2:12][c:13]2[n:14]1[c:15](=[O:37])[c:16]([N:19]([C:20]([O:21][CH2:22][c:23]1[cH:24][cH:25][cH:26][cH:27][cH:28]1)=[O:29])[CH2:30][c:31]1[cH:32][cH:33][cH:34][cH:35][cH:36]1)[cH:17][n:18]2>>[NH:1]([c:2]1[cH:3][cH:4][cH:5][cH:6][cH:7]1)[C:8](=[O:9])[CH:10]1[CH2:11][CH:12]([CH2:49][C:50](=[O:51])[O:52][C:53]([CH3:54])([CH3:55])[CH3:56])[c:13]2[n:14]1[c:15](=[O:37])[c:16]([N:19]([C:20]([O:21][CH2:22][c:23]1[cH:24][cH:25][cH:26][cH:27][cH:28]1)=[O:29])[CH2:30][c:31]1[cH:32][cH:33][cH:34][cH:35][cH:36]1)[cH:17][n:18]2. As a reaction SMILES: [CH2:2]([CH:3]([CH3:4])[CH3:5])[c:6]1[cH:7][cH:8][c:9]([CH:12]([C:13](=[O:14])[OH:15])[CH3:16])[cH:10][cH:11]1.[CH3:17][N:18]([CH3:19])[CH2:20][CH2:21][Cl:22].[Na:1].[cH:23]1[cH:24][cH:25][cH:26][cH:27][cH:28]1>>[CH2:2]([CH:3]([CH3:4])[CH3:5])[c:6]1[cH:7][cH:8][c:9]([CH:12]([C:13]([O:14][CH2:21][CH2:20][N:18]([CH3:17])[CH3:19])=[O:15])[CH3:16])[cH:10][cH:11]1. The product is CC(C)Cc1ccc(C(C)C(=O)OCCN(C)C)cc1. The reactants are CC(C)Cc1ccc(C(C)C(=O)O)cc1, CN(C)CCCl, [Na], c1ccccc1. Reactants: C#CC(=O)OC, CC(C)c1nc(-c2ccc(F)cc2)c(-c2ccc(F)cc2)[nH]1. The product is COC(=O)C=Cn1c(C(C)C)nc(-c2ccc(F)cc2)c1-c1ccc(F)cc1. RXN SMILES: [C:23]([C:24]#[CH:25])(=[O:26])[O:27][CH3:28].[F:1][c:2]1[cH:3][cH:4][c:5](-[c:8]2[n:9][c:10]([CH:20]([CH3:21])[CH3:22])[nH:11][c:12]2-[c:13]2[cH:14][cH:15][c:16]([F:19])[cH:17][cH:18]2)[cH:6][cH:7]1>>[F:1][c:2]1[cH:3][cH:4][c:5](-[c:8]2[n:9]([CH:25]=[CH:24][C:23](=[O:26])[O:27][CH3:28])[c:10]([CH:20]([CH3:21])[CH3:22])[n:11][c:12]2-[c:13]2[cH:14][cH:15][c:16]([F:19])[cH:17][cH:18]2)[cH:6][cH:7]1. Reactants: ClC(Cl)Cl, CC1(CC(=O)O)C(CO)=CCC1O. The product is CC1(CC(=O)O)C(CCl)=CCC1O. Reaction SMILES: [Cl:14][CH:15]([Cl:16])[Cl:17].[OH:1][CH2:2][C:3]1=[CH:7][CH2:6][CH:5]([OH:8])[C:4]1([CH3:9])[CH2:10][C:11](=[O:12])[OH:13]>>[CH2:2]([C:3]1=[CH:7][CH2:6][CH:5]([OH:8])[C:4]1([CH3:9])[CH2:10][C:11](=[O:12])[OH:13])[Cl:14]. Starting materials: Cc1cc(Nc2cc(I)c(C(F)(F)F)cn2)n(C)n1, CCOCC, CONC(=O)c1ccc(F)cc1N. The product is CONC(=O)c1ccc(F)cc1Nc1cc(Nc2cc(C)nn2C)ncc1C(F)(F)F. Reaction SMILES: [CH3:1][n:2]1[n:3][c:4]([CH3:19])[cH:5][c:6]1[NH:7][c:8]1[n:9][cH:10][c:11]([C:15]([F:16])([F:17])[F:18])[c:12]([I:14])[cH:13]1.[CH3:33][CH2:34][O:35][CH2:36][CH3:37].[NH2:20][c:21]1[c:22]([C:23](=[O:24])[NH:25][O:26][CH3:27])[cH:28][cH:29][c:30]([F:32])[cH:31]1>>[CH3:1][n:2]1[n:3][c:4]([CH3:19])[cH:5][c:6]1[NH:7][c:8]1[n:9][cH:10][c:11]([C:15]([F:16])([F:17])[F:18])[c:12]([NH:20][c:21]2[c:22]([C:23](=[O:24])[NH:25][O:26][CH3:27])[cH:28][cH:29][c:30]([F:32])[cH:31]2)[cH:13]1. Starting materials: BrC=1C=CC(=C(C1)C=1SC=CN1)F (2-(5-Bromo-2-fluorophenyl)thiazole), C(CCC)[Sn](C1=CN=C2N1C=CC(=N2)C(F)(F)F)(CCCC)CCCC (3-tributylstannyl-7-trifluoromethylimidazo[1,2-α]pyrimidine). As a reaction SMILES: Br[C:2]1[CH:3]=[CH:4][C:5]([F:13])=[C:6]([C:8]2[S:9][CH:10]=[CH:11][N:12]=2)[CH:7]=1.C([Sn](CCCC)(CCCC)[C:19]1[N:23]2[CH:24]=[CH:25][C:26]([C:28]([F:31])([F:30])[F:29])=[N:27][C:22]2=[N:21][CH:20]=1)CCC>>[F:13][C:5]1[CH:4]=[CH:3][C:2]([C:19]2[N:23]3[CH:24]=[CH:25][C:26]([C:28]([F:29])([F:30])[F:31])=[N:27][C:22]3=[N:21][CH:20]=2)=[CH:7][C:6]=1[C:8]1[S:9][CH:10]=[CH:11][N:12]=1. The product is FC1=C(C=C(C=C1)C1=CN=C2N1C=CC(=N2)C(F)(F)F)C=2SC=CN2 (3-[4-fluoro-3-(thiazol-2-yl)phenyl]-7-trifluoromethylimidazo[1,2-α]pyrimidine). Reported procedure: 2-(5-Bromo-2-fluorophenyl)thiazole (50 mg, 0.2 mmol) was coupled to 3-tributylstannyl-7-trifluoromethylimidazo[1,2-α]pyrimidine (0.3 mmol) by the method of Example 32. Purification by chromatography on silica gel eluting with dichloromethane containing 1% methanol gave 3-[4-fluoro-3-(thiazol-2-yl)phenyl]-7-trifluoromethylimidazo[1,2-α]pyrimidine as a yellow solid: δH (400 MHz, CDCl3) 7.29 (1H, d, J 7), 7.44 (1H, dd, J 11 and 9), 7.56-7.62 (2H, m), 7.97 (1H, dd, J 3 and 2), 8.15 (1H, s), 8.57 (1H... Starting materials: N1(CCCCC1)CC1=CC(=NC=C1)OCCCCN (4-(4-piperidinomethyl-2-pyridyloxy)butylamine), N1N=CC(=C1)C(=O)O (4-pyrazolecarboxylic acid). The product is N1(CCCCC1)CC1=CC(=NC=C1)OCCCCNC(=O)C=1C=NNC1 (N-[4-(4-Piperidinomethyl-2-pyridyloxy)butyl]-pyrazole-4-carboxamide). The yield is 71.0%. Reaction SMILES: [N:1]1([CH2:7][C:8]2[CH:13]=[CH:12][N:11]=[C:10]([O:14][CH2:15][CH2:16][CH2:17][CH2:18][NH2:19])[CH:9]=2)[CH2:6][CH2:5][CH2:4][CH2:3][CH2:2]1.[NH:20]1[CH:24]=[C:23]([C:25](O)=[O:26])[CH:22]=[N:21]1>>[N:1]1([CH2:7][C:8]2[CH:13]=[CH:12][N:11]=[C:10]([O:14][CH2:15][CH2:16][CH2:17][CH2:18][NH:19][C:25]([C:23]3[CH:24]=[N:20][NH:21][CH:22]=3)=[O:26])[CH:9]=2)[CH2:6][CH2:5][CH2:4][CH2:3][CH2:2]1. Reported procedure: Following a procedure similar to that described in Example 64, but using 4-(4-piperidinomethyl-2-pyridyloxy)butylamine and 4-pyrazolecarboxylic acid as starting materials, in relative proportions similar to those used in that Example, the title compound was obtained as a white powder, melting at 145°-147° C., in a 71% yield. Starting materials: C1CCOC1, [N-]=[N+]=NCCCCCOc1cccc([N+](=O)[O-])c1, O, c1ccc(P(c2ccccc2)c2ccccc2)cc1. The product is NCCCCCOc1cccc([N+](=O)[O-])c1. RXN SMILES: [CH2:38]1[O:39][CH2:40][CH2:41][CH2:42]1.[N:1](=[N+:2]=[N-:3])[CH2:4][CH2:5][CH2:6][CH2:7][CH2:8][O:9][c:10]1[cH:11][c:12]([N+:16](=[O:17])[O-:18])[cH:13][cH:14][cH:15]1.[OH2:43].[c:19]1([P:20]([c:21]2[cH:22][cH:23][cH:24][cH:25][cH:26]2)[c:27]2[cH:28][cH:29][cH:30][cH:31][cH:32]2)[cH:33][cH:34][cH:35][cH:36][cH:37]1>>[NH2:1][CH2:4][CH2:5][CH2:6][CH2:7][CH2:8][O:9][c:10]1[cH:11][c:12]([N+:16](=[O:17])[O-:18])[cH:13][cH:14][cH:15]1. Reactants: C(C(C)C)OC1=CC=CC=2SC=CC21 (4-Isobutoxy-benzo[b]thiophene), C(=O)=O (dry ice), C(=O)=O (dry ice), solution, C(CCC)[Li] (n-butyl lithium), CCCCCC (hexane). Run in C(C)OCC (diethyl ether), C(C)OCC (diethyl ether), C(C)OCC (diethyl ether). Conditions: time 8 hour. The product is C(C(C)C)OC1=CC=CC=2SC(=CC21)C(=O)O (4-Isobutoxy-benzo[b]thiophene-2-carboxylic acid). As a reaction SMILES: C([Li])CCC.CCCCCC.[CH2:12]([O:16][C:17]1[C:25]2[CH:24]=[CH:23][S:22][C:21]=2[CH:20]=[CH:19][CH:18]=1)[CH:13]([CH3:15])[CH3:14].[C:26](=[O:28])=[O:27]>C(OCC)C>[CH2:12]([O:16][C:17]1[C:25]2[CH:24]=[C:23]([C:26]([OH:28])=[O:27])[S:22][C:21]=2[CH:20]=[CH:19][CH:18]=1)[CH:13]([CH3:15])[CH3:14]. Procedure details: A 1.6 M solution of n-butyl lithium in hexane (18 ml, 28.8 mmol) is dissolved under an argon atmosphere in 100 ml of dry diethyl ether, followed by dropwise addition of a solution of 4-Isobutoxy-benzo[b]thiophene (201, 5.4 g, 26.1 mmol) in 40 ml of diethyl ether. The reaction mixture is refluxed for 45 min, then cooled down and transferred via syringe to a mixture of excess dry ice (115 g, 2.61 mol) in diethyl ether (the dry ice is washed before twice with diethyl ether). The mixture is allowed ... Starting materials: O=C1CCCC(=O)O1, CCOc1ccc(C2=NN(C3CCN(S(=O)(=O)c4ccc(C)cc4)CC3)C(=O)C3CC=CCC23)cc1OCC. Yields the product CCOc1ccc(C2=NN(C3CCN(C(=O)CCCC(=O)O)CC3)C(=O)C3CC=CCC23)cc1OCC. RXN SMILES: [C:1]1(=[O:8])[CH2:2][CH2:3][CH2:4][C:5](=[O:6])[O:7]1.[CH2:9]([CH3:10])[O:11][c:12]1[cH:13][c:14]([C:21]2=[N:22][N:23]([CH:32]3[CH2:33][CH2:34][N:35]([S:38]([c:39]4[cH:40][cH:41][c:42]([CH3:43])[cH:44][cH:45]4)(=[O:46])=[O:47])[CH2:36][CH2:37]3)[C:24](=[O:31])[CH:25]3[CH2:26][CH:27]=[CH:28][CH2:29][CH:30]23)[cH:15][cH:16][c:17]1[O:18][CH2:19][CH3:20]>>[C:1]([CH2:2][CH2:3][CH2:4][C:5](=[O:6])[N:35]1[CH2:34][CH2:33][CH:32]([N:23]2[N:22]=[C:21]([c:14]3[cH:13][c:12]([O:11][CH2:9][CH3:10])[c:17]([O:18][CH2:19][CH3:20])[cH:16][cH:15]3)[CH:30]3[CH:25]([C:24]2=[O:31])[CH2:26][CH:27]=[CH:28][CH2:29]3)[CH2:37][CH2:36]1)([OH:7])=[O:8].